Dataset: the Open Reaction Database (ORD), a public repository of structured organic reaction records. Task: describe an organic reaction: reactants, conditions, products, and yield Reactants: COC(CC1=C(NC2=NC=CC=C21)C)=O ((2-methyl-1H-pyrrolo[2,3-b]pyridin-3-yl)-acetic acid methyl ester), CCN(CC)P1(=NC(C)(C)C)N(CCCN1C)C (BEMP), CS(=O)(=O)C1=CC=C(CBr)C=C1 (4-methylsulphonyl benzyl bromide). Run in CN(C)C=O (DMF), CN(C)C=O (DMF). Reaction conditions: time 2 minute. Yields the product COC(CC1=C(N(C2=NC=CC=C21)CC2=CC=C(C=C2)S(=O)(=O)C)C)=O ([1-(4-Methanesulfonyl-benzyl)-2-methyl-1H-pyrrolo[2,3-b]pyridin-3-yl]-acetic acid methyl ester). As a reaction SMILES: [CH3:1][O:2][C:3](=[O:15])[CH2:4][C:5]1[C:13]2[C:8](=[N:9][CH:10]=[CH:11][CH:12]=2)[NH:7][C:6]=1[CH3:14].CCN(P1(N(C)CCCN1C)=NC(C)(C)C)CC.[CH3:34][S:35]([C:38]1[CH:45]=[CH:44][C:41]([CH2:42]Br)=[CH:40][CH:39]=1)(=[O:37])=[O:36]>CN(C=O)C>[CH3:1][O:2][C:3](=[O:15])[CH2:4][C:5]1[C:13]2[C:8](=[N:9][CH:10]=[CH:11][CH:12]=2)[N:7]([CH2:42][C:41]2[CH:40]=[CH:39][C:38]([S:35]([CH3:34])(=[O:37])=[O:36])=[CH:45][CH:44]=2)[C:6]=1[CH3:14]. Reported procedure: A solution of (2-methyl-1H-pyrrolo[2,3-b]pyridin-3-yl)-acetic acid methyl ester ((6.8 g, 33.5 mmol) in dry DMF (150 ml) under an inert atmosphere of Argon is treated with BEMP (10.5 ml, 36.5 mmol) dropwise, over two minutes. The solution is stirred at room temperature for 1 hour and then a solution of 4-methylsulphonyl benzyl bromide (10.0 g, 40.2 mmol) in DMF (60 ml) is added dropwise over 5 minutes. After stirring at room temperature overnight, the solvent is removed in vacuo and azeotroped wi... Reactants: Cl (hydrochloric acid), C(C)OC(C(C)(OC1=CC=C(C=C1)[C@H]1C[C@H](CC1)N[C@H](C)C1=CC=CC2=CC=CC=C12)C)=O (2-Methyl-2-{4-[(1R,3S)-3-{[(1R)-1-(naphthalen-1-yl)ethyl]amino}cyclopentyl]phenoxy}propanoic acid ethyl ester), Cl (hydrochloric acid), [OH-].[K+] (potassium hydroxide). Solvent: C(C)(=O)OCC (ethyl acetate), C(C)(=O)OCC (ethyl acetate), C(C)O (ethanol), O1CCCC1 (tetrahydrofuran). Run at time 8 hour. Product: Cl.CC(C(=O)O)(C)OC1=CC=C(C=C1)[C@H]1C[C@H](CC1)N[C@H](C)C1=CC=CC2=CC=CC=C12 (2-Methyl-2-{4-[(1R,3S)-3-{[(1R)-1-(naphthalen-1-yl)ethyl]amino}cyclopentyl]phenoxy}propanoic acid hydrochloride). Isolated yield 77.0%. As a reaction SMILES: C([O:3][C:4](=[O:33])[C:5]([CH3:32])([O:7][C:8]1[CH:13]=[CH:12][C:11]([C@@H:14]2[CH2:18][CH2:17][C@H:16]([NH:19][C@@H:20]([C:22]3[C:31]4[C:26](=[CH:27][CH:28]=[CH:29][CH:30]=4)[CH:25]=[CH:24][CH:23]=3)[CH3:21])[CH2:15]2)=[CH:10][CH:9]=1)[CH3:6])C.[OH-].[K+].[ClH:36]>C(O)C.O1CCCC1.C(OCC)(=O)C>[ClH:36].[CH3:6][C:5]([O:7][C:8]1[CH:13]=[CH:12][C:11]([C@@H:14]2[CH2:18][CH2:17][C@H:16]([NH:19][C@@H:20]([C:22]3[C:31]4[C:26](=[CH:27][CH:28]=[CH:29][CH:30]=4)[CH:25]=[CH:24][CH:23]=3)[CH3:21])[CH2:15]2)=[CH:10][CH:9]=1)([CH3:32])[C:4]([OH:33])=[O:3] |f:1.2,7.8|. Procedure: 2-Methyl-2-{4-[(1R,3S)-3-{[(1R)-1-(naphthalen-1-yl)ethyl]amino}cyclopentyl]phenoxy}propanoic acid ethyl ester (130 mg, 0.29 mmol) was dissolved in ethanol (2 mL) and tetrahydrofuran (2 mL), followed by addition of 2N aqueous potassium hydroxide solution, and the mixture was stirred overnight at room temperature. 1N hydrochloric acid was added dropwise to the reaction mixture to make the reaction solution acidic, and the solvent was distilled off under reduced pressure. The aqueous phase was extr...